From a dataset of the Open Reaction Database (ORD), a public repository of structured organic reaction records. describe an organic reaction: reactants, conditions, products, and yield Reactants: FC(C(=O)O)(F)F.C1(=CCCCC1)C1=C(C=CC(=C1)C1CCNCC1)NC(=O)C=1NC=C(N1)C#N (4-Cyano-1H-imidazole-2-carboxylic acid (2-cyclohex-1-enyl-4-piperidin-4-yl-phenyl)-amide trifluoroacetic acid salt), CN1C=NC(=C1)CC(=O)O ((1-methyl-1H-imidazol-4-yl)-acetic acid). The product is FC(C(=O)O)(F)F.C1(=CCCCC1)C1=C(C=CC(=C1)C1CCN(CC1)C(CC=1N=CNC1)=O)NC(=O)C=1NC=C(N1)C#N (4-Cyano-1H-imidazole-2-carboxylic acid {2-cyclohex-1-enyl-4-[1-(2-1H-imidazol-4-yl-acetyl)-piperidin-4-yl]-phenyl}-amide trifluoroacetic acid salt). RXN SMILES: [F:1][C:2]([F:7])([F:6])[C:3]([OH:5])=[O:4].[C:8]1([C:14]2[CH:19]=[C:18]([CH:20]3[CH2:25][CH2:24][NH:23][CH2:22][CH2:21]3)[CH:17]=[CH:16][C:15]=2[NH:26][C:27]([C:29]2[NH:30][CH:31]=[C:32]([C:34]#[N:35])[N:33]=2)=[O:28])[CH2:13][CH2:12][CH2:11][CH2:10][CH:9]=1.C[N:37]1[CH:41]=[C:40]([CH2:42][C:43](O)=[O:44])[N:39]=[CH:38]1>>[F:1][C:2]([F:7])([F:6])[C:3]([OH:5])=[O:4].[C:8]1([C:14]2[CH:19]=[C:18]([CH:20]3[CH2:21][CH2:22][N:23]([C:43](=[O:44])[CH2:42][C:40]4[N:39]=[CH:38][NH:37][CH:41]=4)[CH2:24][CH2:25]3)[CH:17]=[CH:16][C:15]=2[NH:26][C:27]([C:29]2[NH:30][CH:31]=[C:32]([C:34]#[N:35])[N:33]=2)=[O:28])[CH2:13][CH2:12][CH2:11][CH2:10][CH:9]=1 |f:0.1,3.4|. Procedure: The title compound was prepared from 4-cyano-1H-imidazole-2-carboxylic acid (2-cyclohex-1-enyl-4-piperidin-4-yl-phenyl)-amide TFA salt (as prepared in Example 14, step (b)), according to the procedure in Example 29 using (1-methyl-1H-imidazol-4-yl)-acetic acid. 1H-NMR (400 MHz, CD3OD): δ 8.88 (s, 1H), 8.12 (d, 1H), 8.02 (s, 1H), 7.44 (s, 1H), 7.20 (dd, 1H), 7.10 (d, 1H), 5.82 (m, 1H), 4.70 (m, 1H), 4.18 (m, 1H), 4.06 (m, 2H), 3.36 (m, 1H), 2.84 (m, 2H), 2.30 (m, 4H), 2.00-1.70 (m, 7H), 1.64 (m, ... Starting materials: C[C@@H]([C@@H](C1=CC=CC=C1)O)N.Cl ((-)-norephedrine hydrochloride), [BH4-].[Na+] (sodium borohydride), C(C)(=O)O (acetic acid), C1(CCCCC1)\C=C(/C(C(C)(C)C)=O)\N1N=CN=C1 ((E)-1-cyclohexyl-4,4-dimethyl-2-(1,2,4-triazol-1-yl)-1-penten-3-one), C(C)(=O)O (acetic acid). Solvent: ClCCCl (1,2-dichloroethane), CN(C=O)C (dimethylformamide), ClCCCl (1,2-dichloroethane). Conditions: temperature -30 celsius, time 24 hour. Product: C1(CCCCC1)\C=C(/C(C(C)(C)C)O)\N1N=CN=C1 ((-)-(E)-1-cyclohexyl-4,4-dimethyl-2-(1,2,4-triazol-1-yl)-1-penten-3-ol). Reaction SMILES: C[C@H](N)[C@H](O)C1C=CC=CC=1.Cl.C(O)(=O)C.[BH4-].[Na+].[CH:19]1(/[CH:25]=[C:26](/[N:33]2[CH:37]=[N:36][CH:35]=[N:34]2)\[C:27](=[O:32])[C:28]([CH3:31])([CH3:30])[CH3:29])[CH2:24][CH2:23][CH2:22][CH2:21][CH2:20]1>CN(C)C=O.ClCCCl>[CH:19]1(/[CH:25]=[C:26](/[N:33]2[CH:37]=[N:36][CH:35]=[N:34]2)\[CH:27]([OH:32])[C:28]([CH3:31])([CH3:30])[CH3:29])[CH2:20][CH2:21][CH2:22][CH2:23][CH2:24]1 |f:0.1,3.4|. Reported procedure: In a nitrogen atmosphere, 0.338 g (1.8 mmoles) of (-)-norephedrine hydrochloride was suspended in a mixture comprising 15.4 μl (0.27 mmole) of acetic acid and 5 ml of 1,2-dichloroethane, and after cooling to -30° C., a solution of 0.0749 g (1.98 mmoles) of sodium borohydride in 1 ml of dimethylformamide was added. The temperature of the resulting suspension was raised from -30° C. to room temperature over 2 hours. Thereafter, to this suspension was added at room temperature a solution of 0.31 g ... Reactants: [BH4-], CC(=O)O, CO, c1ccc2c(c1)NCCCN2, [Na+], O=Cc1cccnc1. Yields the product c1cncc(CN2CCCNc3ccccc32)c1. Reaction SMILES: [BH4-:20].[C:24]([OH:25])(=[O:26])[CH3:27].[CH3:22][OH:23].[NH:1]1[CH2:2][CH2:3][CH2:4][NH:5][c:6]2[c:7]1[cH:8][cH:9][cH:10][cH:11]2.[Na+:21].[n:12]1[cH:13][c:14]([CH:18]=[O:19])[cH:15][cH:16][cH:17]1>>[N:1]1([CH2:18][c:14]2[cH:13][n:12][cH:17][cH:16][cH:15]2)[CH2:2][CH2:3][CH2:4][NH:5][c:6]2[c:7]1[cH:8][cH:9][cH:10][cH:11]2. Starting materials: ClCCl, COC(=O)C1=C(C)NC(=O)N(C(=O)Oc2ccc([N+](=O)[O-])cc2)C1c1ccc(F)c(F)c1, NCCCn1ccnc1. Product: COC(=O)C1=C(C)NC(=O)N(C(=O)NCCCn2ccnc2)C1c1ccc(F)c(F)c1. As a reaction SMILES: [Cl:42][CH2:43][Cl:44].[F:1][c:2]1[cH:3][c:4]([CH:9]2[C:10]([C:29](=[O:30])[O:31][CH3:32])=[C:11]([CH3:28])[NH:12][C:13](=[O:27])[N:14]2[C:15](=[O:16])[O:17][c:18]2[cH:19][cH:20][c:21]([N+:22]([O-:23])=[O:24])[cH:25][cH:26]2)[cH:5][cH:6][c:7]1[F:8].[NH2:33][CH2:34][CH2:35][CH2:36][n:37]1[cH:38][n:39][cH:40][cH:41]1>>[F:1][c:2]1[cH:3][c:4]([CH:9]2[C:10]([C:29](=[O:30])[O:31][CH3:32])=[C:11]([CH3:28])[NH:12][C:13](=[O:27])[N:14]2[C:15](=[O:16])[NH:33][CH2:34][CH2:35][CH2:36][n:37]2[cH:38][n:39][cH:40][cH:41]2)[cH:5][cH:6][c:7]1[F:8]. Starting materials: COC1=C(C=C(C=O)C=C1)C=1SC=CC1 (4-methoxy-3-(thiophen-2-yl)-benzaldehyde), C(C)(=O)C1=CC=C(C(=O)O)C=C1 (4-acetylbenzoic acid). Yields the product COC1=C(C=C(C=C1)/C=C/C(=O)C1=CC=C(C(=O)O)C=C1)C=1SC=CC1 (4-[3E-(4-Methoxy-3-thiophen-2-yl-phenyl)-acryloyl]-benzoic acid). Yield: 71.0%. As a reaction SMILES: [CH3:1][O:2][C:3]1[CH:10]=[CH:9][C:6]([CH:7]=O)=[CH:5][C:4]=1[C:11]1[S:12][CH:13]=[CH:14][CH:15]=1.[C:16]([C:19]1[CH:27]=[CH:26][C:22]([C:23]([OH:25])=[O:24])=[CH:21][CH:20]=1)(=[O:18])[CH3:17]>>[CH3:1][O:2][C:3]1[CH:10]=[CH:9][C:6](/[CH:7]=[CH:17]/[C:16]([C:19]2[CH:27]=[CH:26][C:22]([C:23]([OH:25])=[O:24])=[CH:21][CH:20]=2)=[O:18])=[CH:5][C:4]=1[C:11]1[S:12][CH:13]=[CH:14][CH:15]=1. Procedure: The title compound was prepared by condensing 4-methoxy-3-(thiophen-2-yl)-benzaldehyde (Ex-41A) and 4-acetylbenzoic acid in a similar manner as described in Ex-3. Yellow solid, mp 219–220° C., 71% yield. 1H-NMR (DMSO-D6) δ 13.36 (br s, 1H), 8.25–8.31 (m, 3H), 8.11 (d, J=8 Hz, 2H), 7.85–7.98 (m, 3H), 7.78–7.80 (m, 1H), 7.61 (d, J=5 Hz, 1H), 7.25 (d, J=9 Hz, 1H), 7.17 (dd, J=4, 6 Hz, 1H), 3.99 (s, 3H). HRMS m/z=calc. 365.0848, found 365.0833. The reactants are O (water), [N+](=O)([O-])C1=C(C=CC(=C1)[N+](=O)[O-])Cl (2,4-dinitro-chloro-benzene), C(CO)(=O)[O-].C=C.[K+] (mono-potassium ethylene glycolate), C(CO)(=O)[O-].C=C.[K+] (mono-potassium ethylene glycolate). Run in C(CO)O (ethylene glycol), C(CO)O (ethylene glycol). Conditions: temperature 65 celsius, time 1 hour. The product is [N+](=O)([O-])C1=C(OCCO)C=CC(=C1)[N+](=O)[O-] (2-(2′,4′-dinitrophenoxy)-ethanol). Isolated yield 92.0%. As a reaction SMILES: [C:1]([O-:5])(=O)[CH2:2][OH:3].C=C.[K+].[N+:9]([C:12]1[CH:17]=[C:16]([N+:18]([O-:20])=[O:19])[CH:15]=[CH:14][C:13]=1Cl)([O-:11])=[O:10].O>C(O)CO>[N+:9]([C:12]1[CH:17]=[C:16]([N+:18]([O-:20])=[O:19])[CH:15]=[CH:14][C:13]=1[O:3][CH2:2][CH2:1][OH:5])([O-:11])=[O:10] |f:0.1.2|. Procedure: 200 ml of ethylene glycol and 40 ml of the mono-potassium ethylene glycolate solution prepared under Example 3 were introduced initially under nitrogen and were heated to 65° C. in a 2 l reaction vessel fitted with a stirrer. Over the course of 5 h, 162 g of molten 2,4-dinitro-chloro-benzene and the remainder of the mono-potassium ethylene glycolate solution in ethylene glycol were simultaneously metered in. The mixture was then stirred for one hour at 65° C., and then 600 ml of water were added... The reactants are O=C([O-])[O-], CCCC1CCC(c2ccc(C#C[Si](C)(C)C)cc2)CC1, [K+], [K+]. Product: C#Cc1ccc(C2CCC(CCC)CC2)cc1. Reaction SMILES: [C:22](=[O:23])([O-:24])[O-:25].[CH2:1]([CH2:2][CH3:3])[CH:4]1[CH2:5][CH2:6][CH:7]([c:10]2[cH:11][cH:12][c:13]([C:16]#[C:17][Si:18]([CH3:19])([CH3:20])[CH3:21])[cH:14][cH:15]2)[CH2:8][CH2:9]1.[K+:26].[K+:27]>>[CH2:1]([CH2:2][CH3:3])[CH:4]1[CH2:5][CH2:6][CH:7]([c:10]2[cH:11][cH:12][c:13]([C:16]#[CH:17])[cH:14][cH:15]2)[CH2:8][CH2:9]1. Procedure details: A mixture of 2.3 g of diphenylmethyl 3-[4-[3-(4-tert-butoxycarbonylamidinophenoxy) propyl]-2,3-dioxopiperazin-1-yl]-3-(pyridin-3-yl)propionate, 18.5 ml of anisole and 37 ml of trifluoroacetic acid was stirred at room temperature for 3 hours and then distilled under reduced pressure to remove the solvent. The resulting residue was suspended in a mixed solvent of 15 ml of ethyl acetate and 13 ml of water, followed by adding thereto 0.55 g of sodium hydrogencarbonate, and the resulting mixture was ... Isolated yield 57.3%. Starting materials: C(C)(C)(C)OC(=O)NC(=N)C1=CC=C(OCCCN2C(C(N(CC2)C(CC(=O)OC(C2=CC=CC=C2)C2=CC=CC=C2)C=2C=NC=CC2)=O)=O)C=C1 (diphenylmethyl 3-[4-[3-(4-tert-butoxycarbonylamidinophenoxy) propyl]-2,3-dioxopiperazin-1-yl]-3-(pyridin-3-yl)propionate), C1(=CC=CC=C1)OC (anisole), FC(C(=O)O)(F)F (trifluoroacetic acid). RXN SMILES: C(OC([NH:8][C:9]([C:11]1[CH:52]=[CH:51][C:14]([O:15][CH2:16][CH2:17][CH2:18][N:19]2[CH2:24][CH2:23][N:22]([CH:25]([C:43]3[CH:44]=[N:45][CH:46]=[CH:47][CH:48]=3)[CH2:26][C:27]([O:29]C(C3C=CC=CC=3)C3C=CC=CC=3)=[O:28])[C:21](=[O:49])[C:20]2=[O:50])=[CH:13][CH:12]=1)=[NH:10])=O)(C)(C)C.C1(OC)C=CC=CC=1.FC(F)(F)C(O)=O>>[C:9]([C:11]1[CH:12]=[CH:13][C:14]([O:15][CH2:16][CH2:17][CH2:18][N:19]2[CH2:24][CH2:23][N:22]([CH:25]([C:43]3[CH:44]=[N:45][CH:46]=[CH:47][CH:48]=3)[CH2:26][C:27]([OH:29])=[O:28])[C:21](=[O:49])[C:20]2=[O:50])=[CH:51][CH:52]=1)(=[NH:8])[NH2:10]. Product: C(N)(=N)C1=CC=C(OCCCN2C(C(N(CC2)C(CC(=O)O)C=2C=NC=CC2)=O)=O)C=C1 (3-[4-[3-(4-amidinophenoxy)propyl]-2,3-dioxopiperazin-1-yl]-3-(pyridin-3-yl)propionic acid). Conditions: time 3 hour. Starting materials: Cl (hydrochloric acid), O (water), [OH-].[Na+] (sodium hydroxide), COC=1C=C(C=C(C1OS(=O)(=O)C1=CC=CC=C1)OC)C=1NC2=CC=CC=C2C1 (2-(3',5'-dimethoxy-4'-benzenesulphonyloxy-phenyl)-indole). The solvent is CO (methanol). Reaction conditions: time 1 hour. Yields the product COC=1C=C(C=C(C1O)OC)C=1NC2=CC=CC=C2C1 (2-(3',5'-dimethoxy-4'-hydroxy-phenyl)-indole). Yield: 80.0%. Reaction SMILES: O.[OH-].[Na+].[CH3:4][O:5][C:6]1[CH:7]=[C:8]([C:24]2[NH:25][C:26]3[C:31]([CH:32]=2)=[CH:30][CH:29]=[CH:28][CH:27]=3)[CH:9]=[C:10]([O:22][CH3:23])[C:11]=1[O:12]S(C1C=CC=CC=1)(=O)=O.Cl>CO>[CH3:4][O:5][C:6]1[CH:7]=[C:8]([C:24]2[NH:25][C:26]3[C:31]([CH:32]=2)=[CH:30][CH:29]=[CH:28][CH:27]=3)[CH:9]=[C:10]([O:22][CH3:23])[C:11]=1[OH:12] |f:1.2|. Procedure: Into a reactor were introduced 10 ml of water containing 4.8g of solid sodium hydroxide, 30 ml of methanol and 75.6g (0.02 mol) of 2-(3',5'-dimethoxy-4'-benzenesulphonyloxy-phenyl)-indole. The reaction medium was heated to 50°-55° C., was stirred for 1 hour and was poured into an aqueous solution of hydrochloric acid. The indole derivative was extracted with ether and the ethereal phase was washed with water to neutrality, dried, treated with charcoal and, finally concentrated under reduced pres... Starting materials: CC1(C)CC(=O)c2cc(OCc3ccccc3)ccc2O1, COc1ccc([N+](=O)[O-])cc1C=O, CO[Si](OC)(OC)OC, CN(C)C=O, [F-], [K+], O. Product: COc1ccc([N+](=O)[O-])cc1C=C1C(=O)c2cc(OCc3ccccc3)ccc2OC1(C)C. RXN SMILES: [CH2:1]([c:2]1[cH:3][cH:4][cH:5][cH:6][cH:7]1)[O:8][c:9]1[cH:10][c:11]2[c:16]([cH:17][cH:18]1)[O:15][C:14]([CH3:19])([CH3:20])[CH2:13][C:12]2=[O:21].[CH3:24][O:25][c:26]1[c:27]([CH:28]=[O:29])[cH:30][c:31]([N+:34](=[O:35])[O-:36])[cH:32][cH:33]1.[CH3:37][O:38][Si:39]([O:40][CH3:41])([O:42][CH3:43])[O:44][CH3:45].[CH3:46][N:47]([CH3:48])[CH:49]=[O:50].[F-:22].[K+:23].[OH2:51]>>[CH2:1]([c:2]1[cH:3][cH:4][cH:5][cH:6][cH:7]1)[O:8][c:9]1[cH:10][c:11]2[c:16]([cH:17][cH:18]1)[O:15][C:14]([CH3:19])([CH3:20])[C:13](=[CH:28][c:27]1[c:26]([O:25][CH3:24])[cH:33][cH:32][c:31]([N+:34](=[O:35])[O-:36])[cH:30]1)[C:12]2=[O:21].